Task: describe an organic reaction: reactants, conditions, products, and yield. Dataset: the Open Reaction Database (ORD), a public repository of structured organic reaction records Starting materials: CCO, O=C[O-], COc1ccc(CC2CN(Cc3ccccc3)CCN2C(=O)c2cc(C(F)(F)F)cc(C(F)(F)F)c2)cc1, [NH4+], O. The product is COc1ccc(CC2CNCCN2C(=O)c2cc(C(F)(F)F)cc(C(F)(F)F)c2)cc1. Reaction SMILES: [CH3:44][CH2:45][OH:46].[CH:40]([O-:41])=[O:42].[F:1][C:2]([c:3]1[cH:4][c:5]([C:6](=[O:7])[N:8]2[CH:9]([CH2:21][c:22]3[cH:23][cH:24][c:25]([O:28][CH3:29])[cH:26][cH:27]3)[CH2:10][N:11]([CH2:14][c:15]3[cH:16][cH:17][cH:18][cH:19][cH:20]3)[CH2:12][CH2:13]2)[cH:30][c:31]([C:33]([F:34])([F:35])[F:36])[cH:32]1)([F:37])[F:38].[NH4+:43].[OH2:39]>>[F:1][C:2]([c:3]1[cH:4][c:5]([C:6](=[O:7])[N:8]2[CH:9]([CH2:21][c:22]3[cH:23][cH:24][c:25]([O:28][CH3:29])[cH:26][cH:27]3)[CH2:10][NH:11][CH2:12][CH2:13]2)[cH:30][c:31]([C:33]([F:34])([F:35])[F:36])[cH:32]1)([F:37])[F:38]. As a reaction SMILES: [F:1][C:2]([F:13])([F:12])[C:3]1[CH:4]=[CH:5][C:6]([I:11])=[C:7]([CH:10]=1)[CH2:8]Br.[C-:14]#[N:15].[Na+]>CCO.O>[F:1][C:2]([F:13])([F:12])[C:3]1[CH:4]=[CH:5][C:6]([I:11])=[C:7]([CH2:8][C:14]#[N:15])[CH:10]=1 |f:1.2|. The product is FC(C=1C=CC(=C(C1)CC#N)I)(F)F (5-trifluoromethyl-2-iodophenylacetonitrile). Procedure: A solution of 5-trifluoromethyl-2-iodobenzyl bromide (55 g, 0.15 mol) in EtOH (200 mL) is stirred at room temperature and a solution of sodium cyanide (16 g, 0.33 mol) in water (60 mL) is added. The reaction mixture is heated to reflux temperature for 3 hours and then cooled to room temperature. Most of the ethanol is removed by rotary evaporator and the residue partitioned between EtOAc (500 mL) and water (200 mL). The organic layer is washed with brine (250 mL), dried (MgSO4) and the solvent i... Run in CCO (EtOH), O (water). Reactants: FC(C=1C=CC(=C(CBr)C1)I)(F)F (5-trifluoromethyl-2-iodobenzyl bromide), [C-]#N.[Na+] (sodium cyanide). Reactants: ClC1=C(C2=C(OCO2)C(=C1)C#CCCOC)NC1=NC=NC2=CC(=C(C=C12)OC)OCCCCl (N-[5-chloro-7-(4-methoxybut-1-yn-1-yl)-1,3-benzodioxol-4-yl]-7-(3-chloropropoxy)-6-methoxyquinazolin-4-amine), COCCNCCOC (bis(2-methoxyethyl)amine). The yield is 61.1%. Run in COCCO (2-methoxyethanol). Reported procedure: This was prepared using the method described in example 13 using N-[5-chloro-7-(4-methoxybut-1-yn-1-yl)-1,3-benzodioxol-4-yl]-7-(3-chloropropoxy)-6-methoxyquinazolin-4-amine (200 mg, 0.40 mmol) and bis(2-methoxyethyl)amine (264 mg, 1.98 mmol) in 2-methoxyethanol (4 ml). The crude product was purified by column chromatography on silica using increasing concentrations of methanol in dichloromethane as eluent. There was thus obtained the title compound (147 mg, 66%) as a pale brown solid; NMR Spect... As a reaction SMILES: [Cl:1][C:2]1[CH:10]=[C:9]([C:11]#[C:12][CH2:13][CH2:14][O:15][CH3:16])[C:5]2[O:6][CH2:7][O:8][C:4]=2[C:3]=1[NH:17][C:18]1[C:27]2[C:22](=[CH:23][C:24]([O:30][CH2:31][CH2:32][CH2:33]Cl)=[C:25]([O:28][CH3:29])[CH:26]=2)[N:21]=[CH:20][N:19]=1.[CH3:35][O:36][CH2:37][CH2:38][NH:39][CH2:40][CH2:41][O:42][CH3:43]>COCCO>[CH3:35][O:36][CH2:37][CH2:38][N:39]([CH2:40][CH2:41][O:42][CH3:43])[CH2:33][CH2:32][CH2:31][O:30][C:24]1[CH:23]=[C:22]2[C:27]([C:18]([NH:17][C:3]3[C:4]4[O:8][CH2:7][O:6][C:5]=4[C:9]([C:11]#[C:12][CH2:13][CH2:14][O:15][CH3:16])=[CH:10][C:2]=3[Cl:1])=[N:19][CH:20]=[N:21]2)=[CH:26][C:25]=1[O:28][CH3:29]. Yields the product COCCN(CCCOC1=C(C=C2C(=NC=NC2=C1)NC1=C(C=C(C=2OCOC21)C#CCCOC)Cl)OC)CCOC (7-{3-[bis(2-methoxyethyl)amino]propoxy}-N-[5-chloro-7-(4-methoxybut-1-yn-1-yl)-1,3-benzodioxol-4-yl]-6-methoxyquinazolin-4-amine). Starting materials: CNC(=O)C1=NC=C(C=C1)CCC(=O)O (3-(2-methylcarbamoyl-pyridine-5-yl)-propionic acid), NCC(=O)N(C)C1=C(C(=C(C=C1)Cl)COC1=CC=CC=2N(C(=NC21)OC)CC2=NC=CC=C2)Cl (2-amino-N-(2,4-dichloro-3-(((2-methoxy-1-(pyridin-2-ylmethyl)-1H-benzo[d]imidazol-4-yl)oxy)methyl)phenyl)-N-methylacetamide), ClC1=C(C=CC(=C1COC1=CC=CC=2N(C(=NC21)OC)CC2=NC=CC=C2)Cl)N(C(CNC(CCC2=CC=C(C(=O)NCCOC)C=C2)=O)=O)C (4-(3-((2-((2,4-dichloro-3-(((2-methoxy-1-(pyridin-2-ylmethyl)-1H-benzo[d]imidazol-4-yl)oxy)methyl)phenyl)(methyl)amino)-2-oxoethyl)amino)-3-oxopropyl)-N-(2-methoxyethyl)benzamide). Yields the product ClC1=C(C=CC(=C1COC1=CC=CC=2N(C(=NC21)OC)CC2=NC=CC=C2)Cl)N(C(CNC(CCC=2C=NC(=NC2)C(=O)NC)=O)=O)C (5-(3-((2-((2,4-dichloro-3-(((2-methoxy-1-(pyridin-2-ylmethyl)-1H-benzo[d]imidazol-4-yl)oxy)methyl)phenyl)(methyl)amino)-2-oxoethyl)amino)-3-oxopropyl)-N-methylpyrimidine-2-carboxamide). Reaction SMILES: [CH3:1][NH:2][C:3]([C:5]1C=[CH:9][C:8]([CH2:11][CH2:12][C:13]([OH:15])=O)=[CH:7][N:6]=1)=[O:4].[NH2:16][CH2:17][C:18]([N:20]([C:22]1[CH:27]=[CH:26][C:25]([Cl:28])=[C:24]([CH2:29][O:30][C:31]2[C:39]3[N:38]=[C:37]([O:40][CH3:41])[N:36]([CH2:42][C:43]4[CH:48]=[CH:47][CH:46]=[CH:45][N:44]=4)[C:35]=3[CH:34]=[CH:33][CH:32]=2)[C:23]=1[Cl:49])[CH3:21])=[O:19].ClC1C(COC2C3N=C(OC)[N:64](CC4C=CC=CN=4)C=3C=CC=2)=C(Cl)C=CC=1N(C)C(=O)CNC(=O)CCC1C=CC(C(NCCOC)=O)=CC=1>>[Cl:49][C:23]1[C:24]([CH2:29][O:30][C:31]2[C:39]3[N:38]=[C:37]([O:40][CH3:41])[N:36]([CH2:42][C:43]4[CH:48]=[CH:47][CH:46]=[CH:45][N:44]=4)[C:35]=3[CH:34]=[CH:33][CH:32]=2)=[C:25]([Cl:28])[CH:26]=[CH:27][C:22]=1[N:20]([CH3:21])[C:18](=[O:19])[CH2:17][NH:16][C:13](=[O:15])[CH2:12][CH2:11][C:8]1[CH:9]=[N:64][C:5]([C:3]([NH:2][CH3:1])=[O:4])=[N:6][CH:7]=1. Procedure details: 3-(2-methylcarbamoyl-pyridine-5-yl)-propionic acid and 2-amino-N-(2,4-dichloro-3-(((2-methoxy-1-(pyridin-2-ylmethyl)-1H-benzo[d]imidazol-4-yl)oxy)methyl)phenyl)-N-methylacetamide and coupled together as described for compound 1 above. LCMS (APCI) 691 (M+1); 1HNMR (400 MHz, MeOD) δ 2.90-3.0 (m, 5H), 3.21-3.25 (m, 5H), 3.66 (d, 1H), 3.96 (d, 1H), 4.15 (s, 3H), 5.33 (s, 2H), 5.58 (m, 2H), 6.86 (m, 2H), 7.08 (m, 2H), 7.32 (m, 1H), 7.55-762(m, 2H), 7.76 (m, 1H), 8.51 (d, 1H), 9.08 (s, 2H) Reactants: BrC=1C(=C(C=O)C=CC1I)SC(C)(C)C (3-bromo-2-tert-butylsulfanyl-4-iodo-benzaldehyde), Cl.NO (hydroxylamine hydrochloride). Solvent: C(C)O (ethanol), O (water). Yields the product BrC=1C(=C(C=NO)C=CC1I)SC(C)(C)C (3-bromo-2-tert-butylsulfanyl-4-iodo-benzaldehyde oxime). Isolated yield 70.0%. As a reaction SMILES: [Br:1][C:2]1[C:3]([S:11][C:12]([CH3:15])([CH3:14])[CH3:13])=[C:4]([CH:7]=[CH:8][C:9]=1[I:10])[CH:5]=O.Cl.[NH2:17][OH:18]>C(O)C.O>[Br:1][C:2]1[C:3]([S:11][C:12]([CH3:15])([CH3:14])[CH3:13])=[C:4]([CH:7]=[CH:8][C:9]=1[I:10])[CH:5]=[N:17][OH:18] |f:1.2|. Reported procedure: A mixture of 3-bromo-2-tert-butylsulfanyl-4-iodo-benzaldehyde (1.5 g, 3.8 mmol) and hydroxylamine hydrochloride in ethanol (20 mL) and water (4 mL) was heated to reflux for 2 h. The reaction mixture was cooled and concentrated. The residue was treated with water (40 mL) and then saturated aqueous sodium bicarbonate solution until the pH was ˜8.0. The mixture was extracted with ethyl acetate (2×40 mL). The combined organic fractions were dried over anhydrous sodium sulfate, filtered and concentra... The reactants are C(=O)C1=C(C=CC2=C1C(=CS2)C)O (4-formyl-5-hydroxy-3-methylbenzothiophene), O (water), COC1=NC(=NC(=C1)OC)S(=O)(=O)C (4,6-dimethoxy-2-methylsulfonylpyrimidine), C([O-])([O-])=O.[K+].[K+] (potassium carbonate). Solvent: CN(C=O)C (N,N-dimethylformamide). Conditions: temperature 70 celsius, time 3 hour. The product is COC1=NC(=NC(=C1)OC)OC=1C=CC2=C(C(=CS2)C)C1C=O (5-(4,6-dimethoxypyrimidin-2-yl)oxy-4-formyl-3-methylbenzothiophene). The yield is 85.9%. As a reaction SMILES: [CH:1]([C:3]1[C:8]2[C:9]([CH3:12])=[CH:10][S:11][C:7]=2[CH:6]=[CH:5][C:4]=1[OH:13])=[O:2].[CH3:14][O:15][C:16]1[CH:21]=[C:20]([O:22][CH3:23])[N:19]=[C:18](S(C)(=O)=O)[N:17]=1.C(=O)([O-])[O-].[K+].[K+].O>CN(C)C=O>[CH3:14][O:15][C:16]1[CH:21]=[C:20]([O:22][CH3:23])[N:19]=[C:18]([O:13][C:4]2[CH:5]=[CH:6][C:7]3[S:11][CH:10]=[C:9]([CH3:12])[C:8]=3[C:3]=2[CH:1]=[O:2])[N:17]=1 |f:2.3.4|. Procedure: A mixture comprising 2.1 g of 4-formyl-5-hydroxy-3-methylbenzothiophene, 2.4 g of 4,6-dimethoxy-2-methylsulfonylpyrimidine and 1.8 g of potassium carbonate in 30 ml of N,N-dimethylformamide, was heated and stirred at 70° C. for 3 hours. The mixture was returned to room temperature, then poured into water and extracted with ethyl acetate. The organic layer was washed with water and then dried over anhydrous sodium sulfate. Then, it was concentrated under reduced pressure, and the oily substance t... Starting materials: FC1=C(C=O)C=CC(=C1)F (2,4-difluorobenzaldehyde), FC1=C(CO)C=CC(=C1)F (2,4-difluorobenzyl alcohol). The reagents and catalysts are [Ni] (Raney nickel). Product: aldehyde, FC1=C(C=CC(=C1)F)C (2,4-difluorotoluene). The yield is 68.6%. RXN SMILES: [F:1][C:2]1[CH:9]=[C:8]([F:10])[CH:7]=[CH:6][C:3]=1[CH:4]=O.FC1C=C(F)C=CC=1CO>[Ni]>[F:1][C:2]1[CH:9]=[C:8]([F:10])[CH:7]=[CH:6][C:3]=1[CH3:4]. Reported procedure: DE-A 2,333,849 discloses that 2,4-difluorobenzaldehyde can be converted into 2,4-difluorobenzyl alcohol in a yield of 68.6% by hydrogenation over Raney nickel. Disadvantages of this process are not only the large amount of catalyst (31 g per mol) and the large amount of a solvent (1100 ml per mole) but also the unsatisfactory yield of 68.6%. These factors result in an unsatisfactory space-time yield. The aldehyde used was obtained here from the difficult-to-obtain 2,4-difluorotoluene by side-cha... The reactants are ClC1=C(C=C2C(C(=CN(C2=N1)C1CC1)C(=O)O)=O)F (7-chloro-1-cyclopropyl-6-fluoro -1,4-dihydro-4-oxo-1,8-naphthyridine-3-carboxylic acid), N1CC(CC1)C1=CC=NC=C1 (4-(3-pyrrolidinyl) pyridine). Product: C1(CC1)N1C=C(C(C2=CC(=C(N=C12)N1CC(CC1)C1=CC=NC=C1)F)=O)C(=O)O (1-Cyclopropyl-6-fluoro-1,4-dihydro-4-oxo-7-[3-(4-pyridinyl)-1-pyrrolidinyl]-1,8-naphthyridine-3-carboxylic acid). Yield: 67.0%. RXN SMILES: Cl[C:2]1[N:11]=[C:10]2[C:5]([C:6](=[O:18])[C:7]([C:15]([OH:17])=[O:16])=[CH:8][N:9]2[CH:12]2[CH2:14][CH2:13]2)=[CH:4][C:3]=1[F:19].[NH:20]1[CH2:24][CH2:23][CH:22]([C:25]2[CH:30]=[CH:29][N:28]=[CH:27][CH:26]=2)[CH2:21]1>>[CH:12]1([N:9]2[C:10]3[C:5](=[CH:4][C:3]([F:19])=[C:2]([N:20]4[CH2:24][CH2:23][CH:22]([C:25]5[CH:26]=[CH:27][N:28]=[CH:29][CH:30]=5)[CH2:21]4)[N:11]=3)[C:6](=[O:18])[C:7]([C:15]([OH:17])=[O:16])=[CH:8]2)[CH2:14][CH2:13]1. Reported procedure: Starting from 7-chloro-1-cyclopropyl-6-fluoro -1,4-dihydro-4-oxo-1,8-naphthyridine-3-carboxylic acid (0.85 g, 3.0 mmol) and 4-(3-pyrrolidinyl) pyridine, a procedure analogous to that given in Example 1 provided the title compound (0.79 g, 67%), mp 223°-225° C. Starting materials: C[Si](C)(C)[N-][Si](C)(C)C.[K+] (KHMDS), C(C)OC(=O)N1CCC2=C(C(C1)=O)C=CS2 (4-Oxo-4,5,7,8-tetrahydro-thieno[2,3-d]azepine-6-carboxylic acid ethyl ester). Reagents/catalysts: [Br-].C[P+](C1=CC=CC=C1)(C1=CC=CC=C1)C1=CC=CC=C1 (Methyl triphenylphosphonium bromide). Solvent: C1CCOC1 (THF), C1CCOC1 (THF). Reaction conditions: temperature 0 celsius, time 0.5 hour. The product is C(C)OC(=O)N1CCC2=C(C(C1)=C)C=CS2 (4-Methylene-4,5,7,8-tetrahydro-thieno[2,3-d]azepine-6-carboxylic acid ethyl ester). The yield is 87.6%. As a reaction SMILES: [CH3:1][Si]([N-][Si](C)(C)C)(C)C.[K+].[CH2:11]([O:13][C:14]([N:16]1[CH2:22][C:21](=O)[C:20]2[CH:24]=[CH:25][S:26][C:19]=2[CH2:18][CH2:17]1)=[O:15])[CH3:12]>[Br-].C[P+](C1C=CC=CC=1)(C1C=CC=CC=1)C1C=CC=CC=1.C1COCC1>[CH2:11]([O:13][C:14]([N:16]1[CH2:22][C:21](=[CH2:1])[C:20]2[CH:24]=[CH:25][S:26][C:19]=2[CH2:18][CH2:17]1)=[O:15])[CH3:12] |f:0.1,3.4|. Procedure: Methyl triphenylphosphonium bromide (6.3 g, 17.6 mmol) was dissolved in 150 mL THF and cooled to 0° C. KHMDS (3.2 g, 16.2 mmol) was added portionwise and the reaction was stirred for ½ hour. The product of Example 1, step (c) (3.0 g, 12.5 mmol) was added as a solution in 25 mL THF. The reaction was warmed to room temperature and stirred for 1 hour. The mixture was concentrated and the title product was purified by silica gel chromatography (0% to 40% EtOAc in hexanes) to give 2.6 g of the sub-ti... Starting materials: CC#CC(CC(=O)OCC)c1ccc(OCc2nc(-c3ccc(C(F)(F)F)cc3)oc2C)cc1, CCO, Cl, [K+], [OH-], O. Product: CC#CC(CC(=O)O)c1ccc(OCc2nc(-c3ccc(C(F)(F)F)cc3)oc2C)cc1. As a reaction SMILES: [CH2:3]([CH3:4])[O:5][C:6]([CH2:7][CH:8]([C:9]#[C:10][CH3:11])[c:12]1[cH:13][cH:14][c:15]([O:18][CH2:19][c:20]2[n:21][c:22](-[c:26]3[cH:27][cH:28][c:29]([C:32]([F:33])([F:34])[F:35])[cH:30][cH:31]3)[o:23][c:24]2[CH3:25])[cH:16][cH:17]1)=[O:36].[CH3:38][CH2:39][OH:40].[ClH:37].[K+:2].[OH-:1].[OH2:41]>>[O:5]=[C:6]([CH2:7][CH:8]([C:9]#[C:10][CH3:11])[c:12]1[cH:13][cH:14][c:15]([O:18][CH2:19][c:20]2[n:21][c:22](-[c:26]3[cH:27][cH:28][c:29]([C:32]([F:33])([F:34])[F:35])[cH:30][cH:31]3)[o:23][c:24]2[CH3:25])[cH:16][cH:17]1)[OH:36].